From a dataset of the Open Reaction Database (ORD), a public repository of structured organic reaction records. describe an organic reaction: reactants, conditions, products, and yield Reactants: C1(CCCCC1)=O (cyclohexanone), C1(CCCCC1)=O (cyclohexanone), NC1=CC=CC=C1 (aniline). Product: imine, C1(CCCCC1)=NC1=CC=CC=C1 (cyclohexylidene aniline). Reaction SMILES: [C:1]1(=O)[CH2:6][CH2:5][CH2:4][CH2:3][CH2:2]1.[NH2:8][C:9]1[CH:14]=[CH:13][CH:12]=[CH:11][CH:10]=1>>[C:1]1(=[N:8][C:9]2[CH:14]=[CH:13][CH:12]=[CH:11][CH:10]=2)[CH2:6][CH2:5][CH2:4][CH2:3][CH2:2]1. Procedure: The dehydrated crude aniline via line 108 can be introduced to and reacted in the reactor 110 to produce a cyclohexanone-reduced product via line 112 that contains less cyclohexanone as compared to the dehydrated crude aniline in line 108. The reactor 110 can be a homogenous reactor where a portion of the cyclohexanone can react within the reactor 110 to produce an imine compound, e.g., cyclohexylidene aniline, as shown in Reaction 2. For example, the cyclohexanone can react with an amine, R—NH2...